Dataset: the Open Reaction Database (ORD), a public repository of structured organic reaction records. Task: describe an organic reaction: reactants, conditions, products, and yield The reactants are CCO, CCCc1ccc2c(Cl)ccnc2n1, NC(=O)c1cccc(Oc2ccc(Cl)cc2N)c1. Product: CCCc1ccc2c(Nc3cc(Cl)ccc3Oc3cccc(C(N)=O)c3)ccnc2n1. As a reaction SMILES: [CH3:33][CH2:34][OH:35].[Cl:1][c:2]1[c:3]2[cH:4][cH:5][c:6]([CH2:12][CH2:13][CH3:14])[n:7][c:8]2[n:9][cH:10][cH:11]1.[NH2:15][c:16]1[c:17]([O:18][c:19]2[cH:20][c:21]([C:22](=[O:23])[NH2:24])[cH:25][cH:26][cH:27]2)[cH:28][cH:29][c:30]([Cl:32])[cH:31]1>>[c:2]1([NH:15][c:16]2[c:17]([O:18][c:19]3[cH:20][c:21]([C:22](=[O:23])[NH2:24])[cH:25][cH:26][cH:27]3)[cH:28][cH:29][c:30]([Cl:32])[cH:31]2)[c:3]2[cH:4][cH:5][c:6]([CH2:12][CH2:13][CH3:14])[n:7][c:8]2[n:9][cH:10][cH:11]1. The reactants are COC(=O)c1ccc(COC(=O)N2CC(CC(C)(C)C)C3(C(=O)Nc4cc(Cl)ccc43)C2c2cccc(Cl)c2F)cc1, CO, [Li+], C1CCOC1, [OH-], O. Yields the product CC(C)(C)CC1CN(C(=O)OCc2ccc(C(=O)O)cc2)C(c2cccc(Cl)c2F)C12C(=O)Nc1cc(Cl)ccc12. RXN SMILES: [CH3:1][O:2][C:3](=[O:4])[c:5]1[cH:6][cH:7][c:8]([CH2:9][O:10][C:11](=[O:12])[N:13]2[CH:14]([c:33]3[c:34]([F:40])[c:35]([Cl:39])[cH:36][cH:37][cH:38]3)[C:15]3([C:16](=[O:25])[NH:17][c:18]4[cH:19][c:20]([Cl:24])[cH:21][cH:22][c:23]43)[CH:26]([CH2:28][C:29]([CH3:30])([CH3:31])[CH3:32])[CH2:27]2)[cH:41][cH:42]1.[CH3:45][OH:46].[Li+:44].[O:47]1[CH2:48][CH2:49][CH2:50][CH2:51]1.[OH-:43].[OH2:52]>>[O:2]=[C:3]([OH:4])[c:5]1[cH:6][cH:7][c:8]([CH2:9][O:10][C:11](=[O:12])[N:13]2[CH:14]([c:33]3[c:34]([F:40])[c:35]([Cl:39])[cH:36][cH:37][cH:38]3)[C:15]3([C:16](=[O:25])[NH:17][c:18]4[cH:19][c:20]([Cl:24])[cH:21][cH:22][c:23]43)[CH:26]([CH2:28][C:29]([CH3:30])([CH3:31])[CH3:32])[CH2:27]2)[cH:41][cH:42]1. Reactants: [Br-], CC(C)(C)ON=O, CC#N, [Cu]Br, COC(=O)c1nc(N)sc1C, [Na+]. Product: COC(=O)c1nc(Br)sc1C. RXN SMILES: [Br-:13].[C:14]([O:15][N:16]=[O:17])([CH3:18])([CH3:19])[CH3:20].[CH3:21][C:22]#[N:23].[Cu:24][Br:25].[NH2:1][c:2]1[s:3][c:4]([CH3:11])[c:5]([C:7](=[O:8])[O:9][CH3:10])[n:6]1.[Na+:12]>>[c:2]1([Br:13])[s:3][c:4]([CH3:11])[c:5]([C:7](=[O:8])[O:9][CH3:10])[n:6]1. Reactants: FC1=CC(=C(C=C1)[N+](=O)[O-])OC (4-fluoro-2-(methyloxy)-1-nitrobenzene), CN1CCN(CC1)CCO (2-(4-methyl-1-piperazinyl)ethanol), [H-].[Na+] (Sodium hydride). Solvent: C(C)(=O)OCC (ethyl acetate), CN(C)C=O (DMF). Conditions: time 30 minute. Yields the product CN1CCN(CC1)CCOC1=CC(=C(C=C1)[N+](=O)[O-])OC (1-methyl-4-(2-{[3-(methyloxy)-4-nitrophenyl]oxy}ethyl)piperazine). Isolated yield 99.2%. RXN SMILES: F[C:2]1[CH:7]=[CH:6][C:5]([N+:8]([O-:10])=[O:9])=[C:4]([O:11][CH3:12])[CH:3]=1.[CH3:13][N:14]1[CH2:19][CH2:18][N:17]([CH2:20][CH2:21][OH:22])[CH2:16][CH2:15]1.[H-].[Na+]>CN(C=O)C.C(OCC)(=O)C>[CH3:13][N:14]1[CH2:19][CH2:18][N:17]([CH2:20][CH2:21][O:22][C:2]2[CH:7]=[CH:6][C:5]([N+:8]([O-:10])=[O:9])=[C:4]([O:11][CH3:12])[CH:3]=2)[CH2:16][CH2:15]1 |f:2.3|. Procedure details: To a solution of 4-fluoro-2-(methyloxy)-1-nitrobenzene (1 g, 5.8 mmol) in 20 mL of anhydrous DMF was added 2-(4-methyl-1-piperazinyl)ethanol (1.09 g, 7.6 mmol). Sodium hydride (60%) (467 mg, 11.68 mmol) was added portionwise. The reaction was stirred at rt for 30 min at which time the reaction was diluted with ethyl acetate and washed with water and a saturated sodium chloride solution. Solvents were removed under reduced pressure to give 1.7 g of crude 1-methyl-4-(2-{[3-(methyloxy)-4-nitropheny... Starting materials: [BH4-].[Na+] (sodium borohydride), ClC1=CC(=C(C(=O)C2C(C2)C#N)C=C1)OC (2-(4-Chloro-2-methoxybenzoyl)cyclopropanecarbonitrile), [Cl-].[NH4+] (ammonium chloride). Solvent: C(C)O (ethanol), C(C)(=O)OCC (ethyl acetate), C(C)(=O)OCC (ethyl acetate). Run at temperature 40 celsius, time 1 hour. Yields the product ClC1=CC(=C(C=C1)C(C1C(C1)C#N)O)OC (2-[(4-Chloro-2-methoxyphenyl)(hydroxy)methyl]cyclopropanecarbonitrile). Reaction SMILES: [BH4-].[Na+].[Cl:3][C:4]1[CH:16]=[CH:15][C:7]([C:8]([CH:10]2[CH2:12][CH:11]2[C:13]#[N:14])=[O:9])=[C:6]([O:17][CH3:18])[CH:5]=1.[Cl-].[NH4+]>C(O)C.C(OCC)(=O)C>[Cl:3][C:4]1[CH:16]=[CH:15][C:7]([CH:8]([OH:9])[CH:10]2[CH2:12][CH:11]2[C:13]#[N:14])=[C:6]([O:17][CH3:18])[CH:5]=1 |f:0.1,3.4|. Procedure: 49.1 mg (1.30 mmol) of sodium borohydride were added to 278 mg (1.18 mmol) of the compound from Example 128A in 23 ml of ethanol and 10 ml of ethyl acetate under argon, and the mixture was stirred at 40° C. for 1 h. The reaction mixture was added to saturated aqueous ammonium chloride solution and ethyl acetate, the phases were separated, the aqueous phase was extracted twice with ethyl acetate, and the combined organic phases were dried over magnesium sulfate, filtered and concentrated. 190 mg ...